This data is from the Open Reaction Database (ORD), a public repository of structured organic reaction records. The task is: describe an organic reaction: reactants, conditions, products, and yield The reactants are [H][H] (hydrogen), ClC1=NC=NC(=C1OC)COC (4-chloro-5-methoxy-6-methoxymethylpyrimidine), C(C)(C)(C)C1=CC=C(C=C1)CCO (2-(4-tert-butylphenyl)ethanol), [H-].[Na+] (sodium hydride). Run in CN(C=O)C (dimethylformamide), ClCCl.O (dichloromethane water). Run at temperature 0 celsius, time 2 hour. Yields the product C(C)(C)(C)C1=CC=C(C=C1)CCOC1=NC=NC(=C1OC)COC (4-[2-(4-tert-butylphenyl)ethoxy]-5 -methoxy-6 -methoxymethylpyrimidine). Yield: 46.0%. RXN SMILES: [C:1]([C:5]1[CH:10]=[CH:9][C:8]([CH2:11][CH2:12][OH:13])=[CH:7][CH:6]=1)([CH3:4])([CH3:3])[CH3:2].[H-].[Na+].[H][H].Cl[C:19]1[C:24]([O:25][CH3:26])=[C:23]([CH2:27][O:28][CH3:29])[N:22]=[CH:21][N:20]=1>CN(C)C=O.ClCCl.O>[C:1]([C:5]1[CH:6]=[CH:7][C:8]([CH2:11][CH2:12][O:13][C:19]2[C:24]([O:25][CH3:26])=[C:23]([CH2:27][O:28][CH3:29])[N:22]=[CH:21][N:20]=2)=[CH:9][CH:10]=1)([CH3:4])([CH3:2])[CH3:3] |f:1.2,6.7|. Procedure: 5.4 g (0.03 mol) of 2-(4-tert-butylphenyl)ethanol were added dropwise at 50° C. to a suspension of 1.2 g (0.03 mol) of sodium hydride (60% dispersion in oil) in 50 ml of dry dimethylformamide, and the mixture was stirred until the evolution of hydrogen had ceased. The mixture was cooled to 0° C., and 4.7 g (0.025 mol) of 4-chloro-5-methoxy-6-methoxymethylpyrimidine (Coll. Czechoslov. Chem. Commun. 33, 2266 (1968)) were added. The mixture was stirred for 1 hour at room temperature and for 2 hours...